Dataset: the Open Reaction Database (ORD), a public repository of structured organic reaction records. Task: describe an organic reaction: reactants, conditions, products, and yield Reactants: NC=1C=C(C(=O)O)C=C(C1)N1C(CCC1)=O (3-amino-5-(2-oxo-pyrrolidin-1-yl)-benzoic acid), N(=O)[O-].[Na+] (sodium nitrit). The solvent is O (water), O (water). Reaction conditions: temperature 90 celsius. Product: OC=1C=C(C(=O)O)C=C(C1)N1C(CCC1)=O (3-Hydroxy-5-(2-oxo-pyrrolidin-1-yl)-benzoic acid). RXN SMILES: N[C:2]1[CH:3]=[C:4]([CH:8]=[C:9]([N:11]2[CH2:15][CH2:14][CH2:13][C:12]2=[O:16])[CH:10]=1)[C:5]([OH:7])=[O:6].N([O-])=[O:18].[Na+]>O>[OH:18][C:2]1[CH:3]=[C:4]([CH:8]=[C:9]([N:11]2[CH2:15][CH2:14][CH2:13][C:12]2=[O:16])[CH:10]=1)[C:5]([OH:7])=[O:6] |f:1.2|. Procedure: To the solution of 1.33 g (6.0 mmol) 3-amino-5-(2-oxo-pyrrolidin-1-yl)-benzoic acid in 15 ml water and 0.75 ml (13.3 mmol, 2.2 eq) concentrated sulfuric at 0° C. are added 0.56 g (8.2 mmol, 1.35 eq) sodium nitrit. After addition of 10 ml water the reaction is heated to 90° C. After cooling to rt the reaction is extracted with EtOAc, the organic layer is dried over sodium sulfate and the solvent is evaporated at reduced pressure to give the product. Starting materials: O=C([O-])[O-], CC(=O)N1C(C)(C)CC(O)CC1(C)C, CCCC[N+](CCCC)(CCCC)CCCC, Cc1ccccc1, CC1(C)CCCC(C)(C)N1c1nc(Cl)nc(Cl)n1, [K+], [K+], [K+], [OH-], O, O=S(=O)([O-])O. The product is CC(=O)N1C(C)(C)CC(Oc2nc(Cl)nc(N3C(C)(C)CCCC3(C)C)n2)CC1(C)C. RXN SMILES: [C:21](=[O:22])([O-:23])[O-:24].[C:27]([CH3:28])(=[O:29])[N:30]1[C:31]([CH3:39])([CH3:40])[CH2:32][CH:33]([OH:38])[CH2:34][C:35]1([CH3:36])[CH3:37].[CH2:53]([N+:54]([CH2:55][CH2:56][CH2:57][CH3:58])([CH2:59][CH2:60][CH2:61][CH3:62])[CH2:63][CH2:64][CH2:65][CH3:66])[CH2:67][CH2:68][CH3:69].[CH3:41][c:42]1[cH:43][cH:44][cH:45][cH:46][cH:47]1.[Cl:1][c:2]1[n:3][c:4]([N:9]2[C:10]([CH3:17])([CH3:18])[CH2:11][CH2:12][CH2:13][C:14]2([CH3:15])[CH3:16])[n:5][c:6]([Cl:8])[n:7]1.[K+:20].[K+:25].[K+:26].[OH-:19].[OH2:70].[S:48]([O-:49])([OH:50])(=[O:51])=[O:52]>>[c:2]1([O:38][CH:33]2[CH2:32][C:31]([CH3:39])([CH3:40])[N:30]([C:27]([CH3:28])=[O:29])[C:35]([CH3:36])([CH3:37])[CH2:34]2)[n:3][c:4]([N:9]2[C:10]([CH3:17])([CH3:18])[CH2:11][CH2:12][CH2:13][C:14]2([CH3:15])[CH3:16])[n:5][c:6]([Cl:8])[n:7]1. The reactants are ClC1=C(C(=NC(=C1C(=O)C(C(=O)OCC)=COCC)C)Cl)Cl (ethyl 2-(4,5,6-trichloro-2-methyl-nicotinoyl)-3-ethoxyacrylate), C1(CC1)N (cyclopropylamine). Solvent: C(C)O (ethanol), C(C)O (ethanol). Product: ClC1=C(C(=NC(=C1C(=O)C(C(=O)OCC)=CNC1CC1)C)Cl)Cl (Ethyl 2-(4,5,6-trichloro-2-methyl-nicotinoyl)-3-cyclopropylamino-acrylate). Reaction SMILES: [Cl:1][C:2]1[C:7]([C:8]([C:10](=[CH:16]OCC)[C:11]([O:13][CH2:14][CH3:15])=[O:12])=[O:9])=[C:6]([CH3:20])[N:5]=[C:4]([Cl:21])[C:3]=1[Cl:22].[CH:23]1([NH2:26])[CH2:25][CH2:24]1>C(O)C>[Cl:1][C:2]1[C:7]([C:8]([C:10](=[CH:16][NH:26][CH:23]2[CH2:25][CH2:24]2)[C:11]([O:13][CH2:14][CH3:15])=[O:12])=[O:9])=[C:6]([CH3:20])[N:5]=[C:4]([Cl:21])[C:3]=1[Cl:22]. Procedure details: 27 g (0.07 mol) of ethyl 2-(4,5,6-trichloro-2-methyl-nicotinoyl)-3-ethoxyacrylate are placed at 0° C. in 93 ml of ethanol, and 4.3 g (0.07 mol) of cyclopropylamine in 34 ml of ethanol are added dropwise. The mixture is stirred at room temperature for thirty minutes and cooled to 0° C. and the product which precipitates is isolated and washed with cold ethanol. Starting materials: C(C(C)C)C=1C(NC(=NC1C)N[N+](=O)[O-])=O (5-Isobutyl-6-methyl-2-nitraminopyrimid-4(3H)-one), C(C)(=O)O.C(C)N (ethylamine acetate). Run in O (water). Reaction conditions: temperature 120 celsius. The product is C(C)NC1=NC(=C(C(N1)=O)CC(C)C)C (2-ethylamino-5-isobutyl-6-methylpyrimid-4(3H)-one), formula VII. RXN SMILES: [CH2:1]([C:5]1[C:6](=[O:16])[NH:7][C:8]([NH:12][N+]([O-])=O)=[N:9][C:10]=1[CH3:11])[CH:2]([CH3:4])[CH3:3].[C:17](O)(=O)[CH3:18].C(N)C>O>[CH2:17]([NH:12][C:8]1[NH:7][C:6](=[O:16])[C:5]([CH2:1][CH:2]([CH3:4])[CH3:3])=[C:10]([CH3:11])[N:9]=1)[CH3:18] |f:1.2|. Procedure details: 5-Isobutyl-6-methyl-2-nitraminopyrimid-4(3H)-one (16.0 g) was mixed with ethylamine acetate (30 g) and heated without solvent at 120° C for 6 hours. The melt was cooled and water was added. The mixture was brought to pH 5 and the precipitated product recrystallised from aqueous acetone to give 2-ethylamino-5-isobutyl-6-methylpyrimid-4(3H)-one (formula VII, R1 = CH3, R = is C4H9, R6 = H, R7 = C2H5) having a melting point of 203°-204° C. RXN SMILES: [CH3:1][C:2]([CH3:3])([CH:4]([CH2:5][CH2:6][CH2:7][CH3:8])[OH:9])[CH3:10].[Cl:22][CH2:23][Cl:24].[O:11]=[Cr:12]([Cl:13])([O-:14])=[O:15].[nH+:16]1[cH:17][cH:18][cH:19][cH:20][cH:21]1>>[CH3:1][C:2]([CH3:3])([C:4]([CH2:5][CH2:6][CH2:7][CH3:8])=[O:9])[CH3:10]. The reactants are CCCCC(O)C(C)(C)C, ClCCl, O=[Cr](=O)([O-])Cl, c1cc[nH+]cc1. The product is CCCCC(=O)C(C)(C)C. Reactants: CS(=O)(=O)NC1=CC2=C(C(CCO2)=O)C=C1OC1=CC=CC=C1 (2,3-dihydro-7-methylsulfonylamino-6-phenoxy-4H-1-benzopyran-4-one), BrBr (bromine), O (water). The solvent is C(Cl)(Cl)Cl (chloroform). Run at time 30 minute. The product is BrC1COC2=C(C1=O)C=C(C(=C2)NS(=O)(=O)C)OC2=CC=CC=C2 (3-bromo-2,3-dihydro-7-methylsulfonylamino-6-phenoxy-4H-1-benzopyran-4-one). Yield: 97.4%. RXN SMILES: [CH3:1][S:2]([NH:5][C:6]1[C:16]([O:17][C:18]2[CH:23]=[CH:22][CH:21]=[CH:20][CH:19]=2)=[CH:15][C:9]2[C:10](=[O:14])[CH2:11][CH2:12][O:13][C:8]=2[CH:7]=1)(=[O:4])=[O:3].[Br:24]Br.O>C(Cl)(Cl)Cl>[Br:24][CH:11]1[C:10](=[O:14])[C:9]2[CH:15]=[C:16]([O:17][C:18]3[CH:23]=[CH:22][CH:21]=[CH:20][CH:19]=3)[C:6]([NH:5][S:2]([CH3:1])(=[O:3])=[O:4])=[CH:7][C:8]=2[O:13][CH2:12]1. Procedure details: In 300 ml of chloroform was dissolved 33.3 g of 2,3-dihydro-7-methylsulfonylamino-6-phenoxy-4H-1-benzopyran-4-one. To this solution being maintained at 25°-30° C. was dropwise added 16.3 g of bromine in 30 minutes. After the completion of the dropwise addition, the mixture was stirred for 30 minutes at 25°-30° C. 100 ml of water was added thereto. The organic layer was separated, washed with a 5% aqueous sodium thiosulfate solution, water and a saturated aqueous sodium chloride solution in this ... Reactants: Compound 5, C1(O)=CC=C(O)C=C1 (hydroquinone), C(C=C)(=O)Cl (acrylic acid chloride). Yields the product C(C=C)(=O)OC1=CC=C(C=C1)O (4-hydroxyphenyl acrylate), ester. As a reaction SMILES: [C:1]1([CH:8]=[CH:7][C:5]([OH:6])=[CH:4][CH:3]=1)[OH:2].[C:9](Cl)(=[O:12])[CH:10]=[CH2:11]>>[C:9]([O:2][C:1]1[CH:8]=[CH:7][C:5]([OH:6])=[CH:4][CH:3]=1)(=[O:12])[CH:10]=[CH2:11]. Reported procedure: Compound 5 can be prepared, for example, by the following method. Namely, hydroquinone and acrylic acid chloride are reacted to obtain 4-hydroxyphenyl acrylate (Formula 6) as a half ester. On the other hand, a 4-alkoxycarbonyloxy benzoic acid is heated and refluxed in a mixture of carbon-tetrachloride (a solvent) and thionyl chloride, and excess thionyl chloride and carbon tetrachloride (solvent) are distilled off under reduced pressure to obtain a 4-alkoxycarbonyloxy benzoic acid chloride (Form...